Dataset: the Open Reaction Database (ORD), a public repository of structured organic reaction records. Task: describe an organic reaction: reactants, conditions, products, and yield Starting materials: solution, [H-].[Al+3].[Li+].[H-].[H-].[H-] (lithium aluminum hydride), O1CCCC1 (tetrahydrofuran), FC1=C(C(=C(C=C1OC)OC)F)N=CC=1C(=NC(=NC1)SC)NCC ((5-[(2,6-difluoro-3,5-dimethoxy-phenylimino)-methyl]-2-methylsulfanyl-pyrimidin-4-yl)-ethyl-amine), O1CCCC1 (tetrahydrofuran). Conditions: temperature 0 celsius, time 1 hour. Yields the product C1(CCCC1)NC1=NC(=NC=C1CNC1=C(C(=CC(=C1F)OC)OC)F)SC (Cyclopentyl-(5-[(2,6-difluoro-3,5-dimethoxy-phenylamino)-methyl]-2-methylsulfanyl-pyrimidin-4-yl)-amine). The yield is 76.0%. As a reaction SMILES: [F:1][C:2]1[C:7]([O:8][CH3:9])=[CH:6][C:5]([O:10][CH3:11])=[C:4]([F:12])[C:3]=1[N:13]=[CH:14][C:15]1[C:16]([NH:23][CH2:24][CH3:25])=[N:17][C:18]([S:21][CH3:22])=[N:19][CH:20]=1.[H-].[Al+3].[Li+].[H-].[H-].[H-].O1C[CH2:35][CH2:34][CH2:33]1>>[CH:24]1([NH:23][C:16]2[C:15]([CH2:14][NH:13][C:3]3[C:4]([F:12])=[C:5]([O:10][CH3:11])[CH:6]=[C:7]([O:8][CH3:9])[C:2]=3[F:1])=[CH:20][N:19]=[C:18]([S:21][CH3:22])[N:17]=2)[CH2:35][CH2:34][CH2:33][CH2:25]1 |f:1.2.3.4.5.6|. Reported procedure: A solution of 25.30 g (assume 0.0523 mol) of (5-[(2,6-difluoro-3,5-dimethoxy-phenylimino)-methyl]-2-methylsulfanyl-pyrimidin-4-yl)-ethyl-amine in 425 mL of anhydrous tetrahydrofuran was cooled to 0° C. using an ice/acetone bath. The cooled mixture was treated dropwise via syringe with 78.50 mL (0.0785 mol) 1 M solution of lithium aluminum hydride in tetrahydrofuran which resulted initially with vigorous bubbling. The resulting mixture continued to stir at 0° C. for 1 hour under nitrogen atmosphe... Reactants: OC=1C=C(C=CC1)C1CC(=NN1)C1=CC=CC=C1 (5-(3-hydroxyphenyl)-3-phenyl-2-pyrazoline), [OH-].[Na+] (sodium hydroxide), Cl (hydrochloric acid). Run in O (water). Reaction conditions: temperature 250 celsius. Product: OC=1C=C(C=CC1)C1C(C1)C1=CC=CC=C1 (1-(3-hydroxyphenyl)-2-phenylcyclopropane). Yield: 58.2%. As a reaction SMILES: [OH:1][C:2]1[CH:3]=[C:4]([CH:8]2NN=[C:10]([C:13]3[CH:18]=[CH:17][CH:16]=[CH:15][CH:14]=3)[CH2:9]2)[CH:5]=[CH:6][CH:7]=1.[OH-].[Na+].Cl>O>[OH:1][C:2]1[CH:3]=[C:4]([CH:8]2[CH2:9][CH:10]2[C:13]2[CH:18]=[CH:17][CH:16]=[CH:15][CH:14]=2)[CH:5]=[CH:6][CH:7]=1 |f:1.2|. Reported procedure: To a 250 ml round bottom flask equipped with nitrogen inlet, thermometer, and reflux condenser was charged 3.5 g (0.0147 moles) of 5-(3-hydroxyphenyl)-3-phenyl-2-pyrazoline, and 2.2 g (0.1 moles) of powdered sodium hydroxide. The two solids were mixed thoroughly, then heated slowly to 250° C., under a rapid steam of nitrogen. The reaction mixture was heated continuously at 250° C. for a total of 2 hours, then cooled to ambient temperature. The resulting residue was the dissolved in 200 mls of wa... The reactants are COC(=O)CC(C)=O, [Li]CCCC, CCCCCC, CC(=O)O, CC(C)c1nc2[nH]c(=O)ccc2c(-c2ccc(F)cc2)c1C=CC=O, [H-], [Na+], C1CCOC1, O. Yields the product COC(=O)CC(=O)CC(O)C=Cc1c(C(C)C)nc2[nH]c(=O)ccc2c1-c1ccc(F)cc1. As a reaction SMILES: [C:1]([CH2:2][C:3](=[O:4])[CH3:5])(=[O:6])[O:7][CH3:8].[CH2:11]([Li:12])[CH2:13][CH2:14][CH3:15].[CH3:46][CH2:47][CH2:48][CH2:49][CH2:50][CH3:51].[CH3:53][C:54](=[O:55])[OH:56].[F:16][c:17]1[cH:18][cH:19][c:20](-[c:23]2[c:24]3[cH:25][cH:26][c:27](=[O:40])[nH:28][c:29]3[n:30][c:31]([CH:37]([CH3:38])[CH3:39])[c:32]2[CH:33]=[CH:34][CH:35]=[O:36])[cH:21][cH:22]1.[H-:9].[Na+:10].[O:41]1[CH2:42][CH2:43][CH2:44][CH2:45]1.[OH2:52]>>[C:1]([CH2:2][C:3](=[O:4])[CH2:5][CH:35]([CH:34]=[CH:33][c:32]1[c:23](-[c:20]2[cH:19][cH:18][c:17]([F:16])[cH:22][cH:21]2)[c:24]2[cH:25][cH:26][c:27](=[O:40])[nH:28][c:29]2[n:30][c:31]1[CH:37]([CH3:38])[CH3:39])[OH:36])(=[O:6])[O:7][CH3:8]. Reactants: C1CCOC1, CCCCCC, CC(C)N=C=S, Clc1ccc2[nH]ccc2c1, [KH]. The product is CC(C)NC(=S)n1ccc2cc(Cl)ccc21. Reaction SMILES: [CH2:24]1[O:25][CH2:26][CH2:27][CH2:28]1.[CH3:1][CH2:2][CH2:3][CH2:4][CH2:5][CH3:6].[CH:18]([CH3:19])([CH3:20])[N:21]=[C:22]=[S:23].[Cl:8][c:9]1[cH:10][c:11]2[cH:12][cH:13][nH:14][c:15]2[cH:16][cH:17]1.[KH:7]>>[Cl:8][c:9]1[cH:10][c:11]2[cH:12][cH:13][n:14]([C:22]([NH:21][CH:18]([CH3:19])[CH3:20])=[S:23])[c:15]2[cH:16][cH:17]1. Starting materials: ClC(Cl)(Cl)Cl, CSC1C(=O)Nc2ccc(C(F)(F)F)cc21, O=C1CCC(=O)N1Cl. The product is CSC1(Cl)C(=O)Nc2ccc(C(F)(F)F)cc21. RXN SMILES: [C:25]([Cl:26])([Cl:27])([Cl:28])[Cl:29].[CH3:1][S:2][CH:3]1[C:4](=[O:16])[NH:5][c:6]2[cH:7][cH:8][c:9]([C:12]([F:13])([F:14])[F:15])[cH:10][c:11]21.[Cl:17][N:18]1[C:19](=[O:20])[CH2:21][CH2:22][C:23]1=[O:24]>>[CH3:1][S:2][C:3]1([Cl:17])[C:4](=[O:16])[NH:5][c:6]2[cH:7][cH:8][c:9]([C:12]([F:13])([F:14])[F:15])[cH:10][c:11]21. Reactants: [Si](C1=CC=CC=C1)(C1=CC=CC=C1)(C(C)(C)C)Cl (t-butyldiphenylsilyl chloride), [C@@H]1(C[C@H](O)[C@@H](CO)O1)N1C(=O)NC(=O)C(C)=C1 (thymidine), N1C=NC=C1 (imidazole), C(Cl)Cl (methylene chloride). Run in CN(C=O)C (dimethylformamide), CO (methanol). Conditions: time 140 minute. The product is CC(C)(C)[Si](OC[C@@H]1[C@H](C[C@@H](O1)N1C(=O)NC(=O)C(C)=C1)O)(C1=CC=CC=C1)C1=CC=CC=C1 (5'-O-[(1,1-Dimethylethyl)diphenylsilyl]thymidine). Isolated yield 62.4%. Reaction SMILES: [Si:1](Cl)([C:14]([CH3:17])([CH3:16])[CH3:15])([C:8]1[CH:13]=[CH:12][CH:11]=[CH:10][CH:9]=1)[C:2]1[CH:7]=[CH:6][CH:5]=[CH:4][CH:3]=1.[C@@H:19]1([N:27]2[CH:35]=[C:33]([CH3:34])[C:31](=[O:32])[NH:30][C:28]2=[O:29])[O:26][C@H:23]([CH2:24][OH:25])[C@@H:21]([OH:22])[CH2:20]1.N1C=CN=C1.C(Cl)Cl>CN(C)C=O.CO>[CH3:15][C:14]([Si:1]([C:8]1[CH:13]=[CH:12][CH:11]=[CH:10][CH:9]=1)([C:2]1[CH:7]=[CH:6][CH:5]=[CH:4][CH:3]=1)[O:25][CH2:24][C@H:23]1[O:26][C@@H:19]([N:27]2[CH:35]=[C:33]([CH3:34])[C:31](=[O:32])[NH:30][C:28]2=[O:29])[CH2:20][C@@H:21]1[OH:22])([CH3:17])[CH3:16]. Procedure details: 1.43 ml (5.5 mmol) of t-butyldiphenylsilyl chloride were added to a solution of 1.21 g (5 mmol) of thymidine and 0.749 g (11 mmol) of imidazole in 10 ml of dimethylformamide under an atmosphere of argon, and the resulting mixture was stirred at room temperature for 140 minutes. At the end of this time, the solvent was removed by distillation under reduced pressure, and the resulting residue was dissolved in 100 ml of methylene chloride. The solution was then washed 5 times, each time with 100 ml...